Dataset: the Open Reaction Database (ORD), a public repository of structured organic reaction records. Task: describe an organic reaction: reactants, conditions, products, and yield The reactants are [Sn](Cl)Cl (Tin(II) chloride), BrC1=CC(=C(NC(C)C)C=C1)[N+](=O)[O-] (4-bromo-N-isopropyl-2-nitroaniline), [OH-].[Na+] (sodium hydroxide). The solvent is C(C)O (ethanol). The product is BrC=1C=C(C(=CC1)NC(C)C)N (4-bromo-N-1-isopropylbenzene-1,2-diamine). Isolated yield 75.4%. RXN SMILES: [Sn](Cl)Cl.[Br:4][C:5]1[CH:14]=[CH:13][C:8]([NH:9][CH:10]([CH3:12])[CH3:11])=[C:7]([N+:15]([O-])=O)[CH:6]=1.[OH-].[Na+]>C(O)C>[Br:4][C:5]1[CH:6]=[C:7]([NH2:15])[C:8]([NH:9][CH:10]([CH3:11])[CH3:12])=[CH:13][CH:14]=1 |f:2.3|. Reported procedure: Tin(II) chloride (1.69 g, 8.90 mmol) is added to a solution of 4-bromo-N-isopropyl-2-nitroaniline (770 mg, 2.97 mmol) in ethanol. The mixture may be heated to reflux for an appropriate time (such as 4 hr) and cooled. 4 N sodium hydroxide is added to the solution which then may be filtered. The filtrate is extracted with ethyl acetate. The combined organic layer may be washed with brine and concentrated. The residue may be purified by any appropriate method including Biotage column chromatography...